This data is from the Open Reaction Database (ORD), a public repository of structured organic reaction records. The task is: describe an organic reaction: reactants, conditions, products, and yield The reactants are C(C1=CC=CC=C1)[C@H]([C@@H](C)O)NC(=S)NC(C)(C)C (N-[(1R,2R)-1-benzyl-2-hydroxypropyl]-N′-tert-butylthiourea). Run in Cl (hydrochloric acid), O (water). Reaction conditions: temperature 100 celsius. Product: C(C1=CC=CC=C1)[C@H]1N=C(S[C@@H]1C)N ((+)-(4R,5R)-4-benzyl-5-methyl-4,5-dihydro-1,3-thiazol-2-ylamine). The yield is 85.5%. As a reaction SMILES: [CH2:1]([C@@H:8]([NH:12][C:13]([NH:15]C(C)(C)C)=[S:14])[C@H:9](O)[CH3:10])[C:2]1[CH:7]=[CH:6][CH:5]=[CH:4][CH:3]=1>Cl.O>[CH2:1]([C@@H:8]1[C@@H:9]([CH3:10])[S:14][C:13]([NH2:15])=[N:12]1)[C:2]1[CH:7]=[CH:6][CH:5]=[CH:4][CH:3]=1. Procedure details: A suspension of 6.5 g of N-[(1R,2R)-1-benzyl-2-hydroxypropyl]-N′-tert-butylthiourea (diastereoisomer B) in 77 cm3 of 6N hydrochloric acid is heated at a temperature in the region of 100° C. for 10 hours. The reaction medium is then concentrated under reduced pressure (2 kPa) at a temperature in the region of 40° C. to give a yellow oil which is taken up in 100 cm3 of water. This aqueous phase is washed with twice 50 cm3 of dichloromethane and is then basified to a pH in the region of 10 by addit...